This data is from the Open Reaction Database (ORD), a public repository of structured organic reaction records. The task is: describe an organic reaction: reactants, conditions, products, and yield Starting materials: O1CCC2=C1C=CC(=C2)S(=O)(=O)N (2,3-dihydrobenzofuran-5-sulfonamide), ClC=1C(C(=C(C(C1Cl)=O)C#N)C#N)=O (2,3-dichloro-5,6-dicyano-1,4-benzoquinone). Solvent: O1CCOCC1 (dioxane). Yields the product O1C=CC2=C1C=CC(=C2)S(=O)(=O)N (benzofuran-5-sulfonamide). Isolated yield 17.7%. As a reaction SMILES: [O:1]1[C:5]2[CH:6]=[CH:7][C:8]([S:10]([NH2:13])(=[O:12])=[O:11])=[CH:9][C:4]=2[CH2:3][CH2:2]1.ClC1C(=O)C(C#N)=C(C#N)C(=O)C=1Cl>O1CCOCC1>[O:1]1[C:5]2[CH:6]=[CH:7][C:8]([S:10]([NH2:13])(=[O:11])=[O:12])=[CH:9][C:4]=2[CH:3]=[CH:2]1. Procedure: A suspension of 2,3-dihydrobenzofuran-5-sulfonamide (19.9 g, 100 mmol) and 2,3-dichloro-5,6-dicyano-1,4-benzoquinone (DDQ) (56.7 g, 250 mmol) in dioxane (500 ml) was heated at reflux under nitrogen for 111 hours. The reaction mixture was reduced in volume by evaporation under vacuum and purified by silica gel flash chromatography (EtOAc/hexanes) to provide benzofuran-5-sulfonamide (3.5 g, 18% ) . This was combined with another lot of benzofuran-5-sulfonamide (1.0 g), slurried in ether, collected... Starting materials: FC(S(=O)(=O)OC=1CCSCC1)(F)F (3,6-dihydro-2H-thiopyran-4-yl trifluoromethanesulfonate), FC1=NC=CC=C1B(O)O (2-fluoropyridin-3-ylboronic acid), C([O-])([O-])=O.[Na+].[Na+] (sodium carbonate). The reagents and catalysts are CC1=C([P](C2=C(C)C=CC=C2)([Pd]([P](C3=C(C)C=CC=C3)(C4=C(C)C=CC=C4)C(C=CC=C5)=C5C)(Cl)Cl)C6=C(C)C=CC=C6)C=CC=C1 (dichlorobis(tri-o-tolylphosphine)palladium(ii)). The solvent is O (H2O), O1CCOCC1.O (p-dioxane H2O). Reaction conditions: temperature 135 celsius. Product: S1CCC(=CC1)C=1C(=NC=CC1)F (3-(3,6-dihydro-2H-thiopyran-4-yl)-2-fluoropyridine). Reaction SMILES: FC(F)(F)S(O[C:7]1[CH2:8][CH2:9][S:10][CH2:11][CH:12]=1)(=O)=O.[F:15][C:16]1[C:21](B(O)O)=[CH:20][CH:19]=[CH:18][N:17]=1.C(=O)([O-])[O-].[Na+].[Na+]>O1CCOCC1.O.O.CC1C=CC=CC=1[P](C1C=CC=CC=1C)([Pd](Cl)(Cl)[P](C1=C(C)C=CC=C1)(C1C=CC=CC=1C)C1C=CC=CC=1C)C1C=CC=CC=1C>[S:10]1[CH2:11][CH:12]=[C:7]([C:21]2[C:16]([F:15])=[N:17][CH:18]=[CH:19][CH:20]=2)[CH2:8][CH2:9]1 |f:2.3.4,5.6,^1:45,56|. Procedure: A mixture of 3,6-dihydro-2H-thiopyran-4-yl trifluoromethanesulfonate (4.0 g, 16.11 mmol), 2-fluoropyridin-3-ylboronic acid (2.498 g, 17.72 mmol), sodium carbonate (5.12 g, 48.3 mmol), and dichlorobis(tri-o-tolylphosphine)palladium(ii) (0.633 g, 0.806 mmol) in p-dioxane/H2O (10:1, 22 mL) was heated at 135° C. in 30 min. by microwave. The reaction mixture was cooled, diluted with H2O, extracted with EtOAc (3×), dried over MgSO4, concentrated and purified by ISCO (0-40% EtOAc/Hexanes) to give the e... Starting materials: FC1=CC=C(CN)C=C1 (4-Fluorobenzylamine), C(C)(C)(C)OC(=O)N1CCC(CC1)=O (N-tert-butoxycarbonyl-4-piperidone). Yields the product C(C)(C)(C)OC(=O)N1CCC(CC1)NCC1=CC=C(C=C1)F (1-tert-Butyloxycarbonyl-4-(4-fluorobenzyl)aminopiperidine). RXN SMILES: [F:1][C:2]1[CH:9]=[CH:8][C:5]([CH2:6][NH2:7])=[CH:4][CH:3]=1.[C:10]([O:14][C:15]([N:17]1[CH2:22][CH2:21][C:20](=O)[CH2:19][CH2:18]1)=[O:16])([CH3:13])([CH3:12])[CH3:11]>>[C:10]([O:14][C:15]([N:17]1[CH2:22][CH2:21][CH:20]([NH:7][CH2:6][C:5]2[CH:8]=[CH:9][C:2]([F:1])=[CH:3][CH:4]=2)[CH2:19][CH2:18]1)=[O:16])([CH3:13])([CH3:11])[CH3:12]. Procedure: 4-Fluorobenzylamine (2.5 g) and N-tert-butoxycarbonyl-4-piperidone (4 g) were reacted as described in Example 98 (step 2), to give the title product as a yellow oil which crystallised (6.2 g). δH (250 MHz, CDCl3) 1.22-1.37 (2H, m), 1.43 (9H, s), 1.82-1.94 (2H, m), 2.60-2.72 (1H, m), 2.74-2.84 (2H, m), 3.80 (2H, s), 3.94-4.10 (2H, m), 6.97 (2H, m), 7.26-7.31 (2H, m).